From a dataset of the Open Reaction Database (ORD), a public repository of structured organic reaction records. describe an organic reaction: reactants, conditions, products, and yield Product: COC(=O)c1sc(Nc2cc(CN3CCN(C)CC3)ccc2[N+](=O)[O-])cc1OC(C)c1ccccc1C(F)(F)F. Reaction SMILES: [Br:1][c:2]1[cH:3][c:4]([CH2:11][N:12]2[CH2:13][CH2:14][N:15]([CH3:18])[CH2:16][CH2:17]2)[cH:5][cH:6][c:7]1[N+:8](=[O:9])[O-:10].[C:42](=[O:43])([O-:44])[O-:45].[CH3:48][CH2:49][CH2:50][CH2:51][CH2:52][CH2:53][CH3:54].[Cs+:46].[Cs+:47].[NH2:19][c:20]1[cH:21][c:22]([O:29][CH:30]([CH3:31])[c:32]2[c:33]([C:38]([F:39])([F:40])[F:41])[cH:34][cH:35][cH:36][cH:37]2)[c:23]([C:25](=[O:26])[O:27][CH3:28])[s:24]1.[O:55]1[CH2:56][CH2:57][O:58][CH2:59][CH2:60]1>>[c:2]1([NH:19][c:20]2[cH:21][c:22]([O:29][CH:30]([CH3:31])[c:32]3[c:33]([C:38]([F:39])([F:40])[F:41])[cH:34][cH:35][cH:36][cH:37]3)[c:23]([C:25](=[O:26])[O:27][CH3:28])[s:24]2)[cH:3][c:4]([CH2:11][N:12]2[CH2:13][CH2:14][N:15]([CH3:18])[CH2:16][CH2:17]2)[cH:5][cH:6][c:7]1[N+:8](=[O:9])[O-:10]. The reactants are CN1CCN(Cc2ccc([N+](=O)[O-])c(Br)c2)CC1, O=C([O-])[O-], CCCCCCC, [Cs+], [Cs+], COC(=O)c1sc(N)cc1OC(C)c1ccccc1C(F)(F)F, C1COCCO1. Starting materials: Brc1ccc(Br)nc1, CO, Cc1ccccc1, CC(C)(C)[O-], Cl, [Na+], O=C(C=Cc1ccccc1)C=Cc1ccccc1, O=C(C=Cc1ccccc1)C=Cc1ccccc1, O=C(C=Cc1ccccc1)C=Cc1ccccc1, O, [Pd], [Pd], O=S(=O)(c1ccccc1)N1CCNCC1, CC1(C)c2cccc(P(c3ccccc3)c3ccccc3)c2Oc2c(P(c3ccccc3)c3ccccc3)cccc21. Yields the product O=S(=O)(c1ccccc1)N1CCN(c2ccc(Br)cn2)CC1. RXN SMILES: [Br:17][c:18]1[n:19][cH:20][c:21]([Br:24])[cH:22][cH:23]1.[CH3:130][OH:131].[CH3:132][c:133]1[cH:134][cH:135][cH:136][cH:137][cH:138]1.[CH3:25][C:26]([CH3:27])([O-:28])[CH3:29].[ClH:1].[Na+:30].[O:112]=[C:113]([CH:114]=[CH:115][c:116]1[cH:117][cH:118][cH:119][cH:120][cH:121]1)[CH:122]=[CH:123][c:124]1[cH:125][cH:126][cH:127][cH:128][cH:129]1.[O:76]=[C:77]([CH:78]=[CH:79][c:80]1[cH:81][cH:82][cH:83][cH:84][cH:85]1)[CH:86]=[CH:87][c:88]1[cH:89][cH:90][cH:91][cH:92][cH:93]1.[O:94]=[C:95]([CH:96]=[CH:97][c:98]1[cH:99][cH:100][cH:101][cH:102][cH:103]1)[CH:104]=[CH:105][c:106]1[cH:107][cH:108][cH:109][cH:110][cH:111]1.[OH2:73].[Pd:74].[Pd:75].[c:2]1([S:8](=[O:9])(=[O:10])[N:11]2[CH2:12][CH2:13][NH:14][CH2:15][CH2:16]2)[cH:3][cH:4][cH:5][cH:6][cH:7]1.[c:31]1([P:32]([c:33]2[cH:34][cH:35][cH:36][cH:37][cH:38]2)[c:39]2[c:40]3[c:64]([cH:65][cH:66][cH:67]2)[C:61]([CH3:62])([CH3:63])[c:43]2[c:42]([c:47]([P:48]([c:49]4[cH:50][cH:51][cH:52][cH:53][cH:54]4)[c:55]4[cH:56][cH:57][cH:58][cH:59][cH:60]4)[cH:46][cH:45][cH:44]2)[O:41]3)[cH:68][cH:69][cH:70][cH:71][cH:72]1>>[c:2]1([S:8](=[O:9])(=[O:10])[N:11]2[CH2:12][CH2:13][N:14]([c:18]3[n:19][cH:20][c:21]([Br:24])[cH:22][cH:23]3)[CH2:15][CH2:16]2)[cH:3][cH:4][cH:5][cH:6][cH:7]1. The reactants are [Na] (sodium), ClC=1C(=NSN1)C=1C=NC=CC1 (3-(4-chloro-1,2,5-thiadiazol-3-yl)pyridine), C(C1=CC=CC=C1)O (benzyl alcohol). Conditions: temperature 50 celsius, time 2 hour. Product: C(C1=CC=CC=C1)OC=1C(=NSN1)C=1C=NC=CC1 (3-(4-benzyloxy-1,2,5-thiadiazol-3-yl)pyridine). RXN SMILES: [Na].Cl[C:3]1[C:4]([C:8]2[CH:9]=[N:10][CH:11]=[CH:12][CH:13]=2)=[N:5][S:6][N:7]=1.[CH2:14]([OH:21])[C:15]1[CH:20]=[CH:19][CH:18]=[CH:17][CH:16]=1>>[CH2:14]([O:21][C:3]1[C:4]([C:8]2[CH:9]=[N:10][CH:11]=[CH:12][CH:13]=2)=[N:5][S:6][N:7]=1)[C:15]1[CH:20]=[CH:19][CH:18]=[CH:17][CH:16]=1 |^1:0|. Procedure: To a solution of sodium (490 mg, 2.5 mmol) in benzyl alcohol (15 ml) was added 3-(4-chloro-1,2,5-thiadiazol-3-yl)pyridine (490 mg, 2.5 mmol). The mixture was stirred at 50° C. for 2 h and evaporated. The residue was dissolved in water and extracted with ether. The combined organic phases were dried and evaporated to give the wanted compound. Reactants: C(CCCCCCCCCCC)(=O)OCCl (chloromethyl n-dodecanoate), N12CCC(CC1)CC2 (quinuclidine), [K+].[Br-] (KBr). Solvent: CCOCC (ether). Yields the product [Cl-].C(CCCCCCCCCCC)(=O)OC[N+]12CCC(CC1)CC2 (n-Dodecanoyloxymethylquinuclidinium Chloride). RXN SMILES: [C:1]([O:14][CH2:15][Cl:16])(=[O:13])[CH2:2][CH2:3][CH2:4][CH2:5][CH2:6][CH2:7][CH2:8][CH2:9][CH2:10][CH2:11][CH3:12].[N:17]12[CH2:24][CH2:23][CH:20]([CH2:21][CH2:22]1)[CH2:19][CH2:18]2.[K+].[Br-]>CCOCC>[Cl-:16].[C:1]([O:14][CH2:15][N+:17]12[CH2:24][CH2:23][CH:20]([CH2:21][CH2:22]1)[CH2:19][CH2:18]2)(=[O:13])[CH2:2][CH2:3][CH2:4][CH2:5][CH2:6][CH2:7][CH2:8][CH2:9][CH2:10][CH2:11][CH3:12] |f:2.3,5.6|. Procedure details: 2.49 g (0.01 mol) chloromethyl n-dodecanoate and 1.12 g (0.01 mol) quinuclidine were mixed and allowed to react together at room temperature for 48 hrs. Anhydrous ether was added to the mixture and the mixture was triturated in anydrous ether overnite. The solid was isolated by filtration under a nitrogen atmosphere and thoroughly washed with anhydrous ether. After drying in vacuo over calcium sulfate at room temperature, 2.1 g (0.006 mol), 17 was obtained as a white solid, mp 170°-172°; ir (KBr... RXN SMILES: [CH3:1][CH:2]1[CH2:7][CH2:6][CH2:5][CH2:4][N:3]1[C:8]1[C:9]([C:22]2[CH:27]=[CH:26][CH:25]=[CH:24][CH:23]=2)=[N:10][C:11]2[C:16]([N:17]=1)=[CH:15][C:14]([C:18]([O:20]C)=[O:19])=[CH:13][CH:12]=2.[OH-].[Na+]>CO.O>[CH3:1][CH:2]1[CH2:7][CH2:6][CH2:5][CH2:4][N:3]1[C:8]1[C:9]([C:22]2[CH:23]=[CH:24][CH:25]=[CH:26][CH:27]=2)=[N:10][C:11]2[C:16]([N:17]=1)=[CH:15][C:14]([C:18]([OH:20])=[O:19])=[CH:13][CH:12]=2 |f:1.2|. Procedure details: Into a 50-mL round-bottom flask, was placed a solution of methyl 3-(2-methylpiperidin-1-yl)-2-phenylquinoxaline-6-carboxylate (107.9 mg, 0.30 mmol, 1.00 equiv) in methanol (20 mL). This was followed by the dropwise addition of a solution of sodium hydroxide (60 mg, 1.50 mmol, 5.00 equiv) in water (3 mL) with stiffing. The resulting solution was stirred overnight at 50° C. in an oil bath and concentrated under vacuum and diluted by 10 ml of water. The pH value of the aqueous solution was adjusted... Reaction conditions: temperature 50 celsius, time 8 hour. Product: CC1N(CCCC1)C=1C(=NC2=CC=C(C=C2N1)C(=O)O)C1=CC=CC=C1 (3-(2-Methylpiperidin-1-yl)-2-phenylquinoxaline-6-carboxylic acid). Starting materials: CC1N(CCCC1)C=1C(=NC2=CC=C(C=C2N1)C(=O)OC)C1=CC=CC=C1 (methyl 3-(2-methylpiperidin-1-yl)-2-phenylquinoxaline-6-carboxylate), [OH-].[Na+] (sodium hydroxide). The solvent is O (water), CO (methanol). Reactants: ClCCCBr, O=C([O-])[O-], CCO, [K+], [K+], c1ccc2c(c1)ccn2C1CCNCC1. Yields the product ClCCCN1CCC(n2ccc3ccccc32)CC1. Reaction SMILES: [Br:22][CH2:23][CH2:24][CH2:25][Cl:26].[C:16](=[O:17])([O-:18])[O-:19].[CH3:27][CH2:28][OH:29].[K+:20].[K+:21].[NH:1]1[CH2:2][CH2:3][CH:4]([n:7]2[cH:8][cH:9][c:10]3[cH:11][cH:12][cH:13][cH:14][c:15]23)[CH2:5][CH2:6]1>>[N:1]1([CH2:23][CH2:24][CH2:25][Cl:26])[CH2:2][CH2:3][CH:4]([n:7]2[cH:8][cH:9][c:10]3[cH:11][cH:12][cH:13][cH:14][c:15]23)[CH2:5][CH2:6]1.